describe an organic reaction: reactants, conditions, products, and yield From a dataset of the Open Reaction Database (ORD), a public repository of structured organic reaction records. Starting materials: CSc1ncc2ccc(=O)n(C3CC3)c2n1, ClCCl, O=S(=O)(c1ccccc1)N1OC1c1ccccc1. Product: CS(=O)c1ncc2ccc(=O)n(C3CC3)c2n1. As a reaction SMILES: [CH:1]1([n:4]2[c:5](=[O:16])[cH:6][cH:7][c:8]3[c:9]2[n:10][c:11]([S:14][CH3:15])[n:12][cH:13]3)[CH2:2][CH2:3]1.[Cl:35][CH2:36][Cl:37].[c:17]1([S:18]([N:19]2[CH:20]([c:21]3[cH:22][cH:23][cH:25][cH:26][cH:27]3)[O:28]2)(=[O:24])=[O:29])[cH:30][cH:31][cH:32][cH:33][cH:34]1>>[CH:1]1([n:4]2[c:5](=[O:16])[cH:6][cH:7][c:8]3[c:9]2[n:10][c:11]([S:14]([CH3:15])=[O:24])[n:12][cH:13]3)[CH2:2][CH2:3]1. Reactants: CC(C)(CC)[O-].[Na+] (Sodium 2-methylbutan-2-olate), ClC1=C(C=C2C(=N1)OC(=C2C(NC)=O)C2=CC=C(C=C2)F)C=2C=NC(=C(C(=O)OC)C2)OC (methyl 5-(6-chloro-2-(4-fluorophenyl)-3-(methylcarbamoyl)furo[2,3-b]pyridin-5-yl)-2-methoxynicotinate), FC(CN)(F)F (2,2,2-trifluoroethanamine), Chloro[2-(dicyclohexylphosphino)-3,6-dimethoxy-2′-4′-6′-tri-1-propyl-1,1′-biphenyl][2-(2-aminoethyl)phenyl]palladium(II), ester. Run in O1CCOCC1 (dioxane). Conditions: time 1 hour. Yields the product FC1=CC=C(C=C1)C1=C(C=2C(=NC(=C(C2)C=2C=NC(=C(C(=O)O)C2)OC)NCC(F)(F)F)O1)C(NC)=O (5-(2-(4-fluorophenyl)-3-(methylcarbamoyl)-6-((2,2,2-trifluoroethyl)amino)furo[2,3-b]pyridin-5-yl)-2-methoxynicotinic acid). Yield: 82.4%. RXN SMILES: CC([O-])(CC)C.[Na+].Cl[C:9]1[N:14]=[C:13]2[O:15][C:16]([C:22]3[CH:27]=[CH:26][C:25]([F:28])=[CH:24][CH:23]=3)=[C:17]([C:18](=[O:21])[NH:19][CH3:20])[C:12]2=[CH:11][C:10]=1[C:29]1[CH:30]=[N:31][C:32]([O:39][CH3:40])=[C:33]([CH:38]=1)[C:34]([O:36]C)=[O:35].[F:41][C:42]([F:46])([F:45])[CH2:43][NH2:44]>O1CCOCC1>[F:28][C:25]1[CH:26]=[CH:27][C:22]([C:16]2[O:15][C:13]3=[N:14][C:9]([NH:44][CH2:43][C:42]([F:46])([F:45])[F:41])=[C:10]([C:29]4[CH:30]=[N:31][C:32]([O:39][CH3:40])=[C:33]([CH:38]=4)[C:34]([OH:36])=[O:35])[CH:11]=[C:12]3[C:17]=2[C:18](=[O:21])[NH:19][CH3:20])=[CH:23][CH:24]=1 |f:0.1|. Procedure: Sodium 2-methylbutan-2-olate (0.281 g, 2.55 mmol) was added to a stirring solution of methyl 5-(6-chloro-2-(4-fluorophenyl)-3-(methylcarbamoyl)furo[2,3-b]pyridin-5-yl)-2-methoxynicotinate (0.120 g, 0.255 mmol), 2,2,2-trifluoroethanamine (0.253 g, 2.55 mmol), Chloro[2-(dicyclohexylphosphino)-3,6-dimethoxy-2′-4′-6′-tri-1-propyl-1,1′-biphenyl][2-(2-aminoethyl)phenyl]palladium(II) (0.020 g, 0.026 mmol), in dioxane (2.55 ml) at 100° C. Immediately, the reaction mixture turned to a dark amber color. L... Reactants: O (Water), C([O-])([O-])=O.[K+].[K+] (Potassium carbonate), BrCCCCC(=O)C1=CC=CC=C1 (5-bromo-1-phenyl-1-pentanone), Cl.Cl.NC1=CC(=C(C(=O)NCC2CCNCC2)C=C1Cl)OC (4-amino-5-chloro-2-methoxy-N-(piperidin-4-ylmethyl)benzamide dihydrochloride). Solvent: CN(C=O)C (dimethylformamide). Reaction conditions: time 7.5 hour. Product: NC1=CC(=C(C(=O)NCC2CCN(CC2)CCCCC(C2=CC=CC=C2)=O)C=C1Cl)OC (4-amino-5-chloro-2-methoxy-N-((1-(5-oxo-5-phenylpentyl)piperidin-4-yl)methyl)benzamide). The yield is 52.6%. As a reaction SMILES: C(=O)([O-])[O-].[K+].[K+].Br[CH2:8][CH2:9][CH2:10][CH2:11][C:12]([C:14]1[CH:19]=[CH:18][CH:17]=[CH:16][CH:15]=1)=[O:13].Cl.Cl.[NH2:22][C:23]1[C:38]([Cl:39])=[CH:37][C:26]([C:27]([NH:29][CH2:30][CH:31]2[CH2:36][CH2:35][NH:34][CH2:33][CH2:32]2)=[O:28])=[C:25]([O:40][CH3:41])[CH:24]=1.O>CN(C)C=O>[NH2:22][C:23]1[C:38]([Cl:39])=[CH:37][C:26]([C:27]([NH:29][CH2:30][CH:31]2[CH2:32][CH2:33][N:34]([CH2:8][CH2:9][CH2:10][CH2:11][C:12](=[O:13])[C:14]3[CH:19]=[CH:18][CH:17]=[CH:16][CH:15]=3)[CH2:35][CH2:36]2)=[O:28])=[C:25]([O:40][CH3:41])[CH:24]=1 |f:0.1.2,4.5.6|. Procedure details: Potassium carbonate (0.57 g) and 5-bromo-1-phenyl-1-pentanone (0.80 g) were added to a solution (45 ml) of 4-amino-5-chloro-2-methoxy-N-(piperidin-4-ylmethyl)benzamide dihydrochloride (1.5 g) in dimethylformamide, and the mixture was stirred at 70°-80° C. for 7.5 hr. Water was added to the reaction mixture, and the mixture was extracted with chloroform. The organic layer was washed with saturated aqueous sodium chloride solution, dried and the solvent was evaporated under reduced pressure. The o... The reactants are CS(=O)(=O)Cl (methanesulfonyl chloride), C(C(CC)O)O (1,2-butanediol), C(Cl)Cl (methylene chloride). Solvent: C(C)N(CC)CC (triethylamine). Conditions: temperature 0 celsius, time 3 hour. Product: CS(=O)(=O)OCC(CC)OS(=O)(=O)C (1,2-butanediyl dimethanesulfonate). As a reaction SMILES: [CH3:1][S:2](Cl)(=[O:4])=[O:3].[CH2:6]([OH:11])[CH:7]([OH:10])[CH2:8][CH3:9].C(Cl)Cl>C(N(CC)CC)C>[CH3:1][S:2]([O:11][CH2:6][CH:7]([O:10][S:2]([CH3:1])(=[O:4])=[O:3])[CH2:8][CH3:9])(=[O:4])=[O:3]. Procedure details: Into a one liter, four-necked round bottom flask equipped with stirrer, condenser, thermometer, and addition funnel, 57.0 parts of methanesulfonyl chloride, 22.5 parts of 1,2-butanediol and 57.0 parts of methylene chloride were mixed under a nitrogen blanket and cooled to 0° C. using a dry ice-acetone bath. To this 50.5 parts of triethylamine was added over one hour. The reaction was stirred at 0° C. for an additional three hours and allowed to stand for 18 hours at 0° C. The mixture was vacuum ... Reactants: CC1=C(C=CC=C1)CCCN1[C@H](CN[C@@H](C1)C)C (trans-1-[3-(o-methylphenyl)propyl]-2,5-dimethylpiperazine), O1C(=CC=C1)C(=O)Cl (2-furoyl chloride). Solvent: C1=CC=CC=C1 (benzene). The product is Cl.CC1=C(C=CC=C1)CCCN1[C@H](CN([C@@H](C1)C)C(=O)C=1OC=CC1)C (trans-1-[3-(o-Methylphenyl)propyl]-2,5-dimethyl-4-(2-furoyl)piperazine hydrochloride). As a reaction SMILES: [CH3:1][C:2]1[CH:7]=[CH:6][CH:5]=[CH:4][C:3]=1[CH2:8][CH2:9][CH2:10][N:11]1[CH2:16][C@@H:15]([CH3:17])[NH:14][CH2:13][C@@H:12]1[CH3:18].[O:19]1[CH:23]=[CH:22][CH:21]=[C:20]1[C:24]([Cl:26])=[O:25]>C1C=CC=CC=1>[ClH:26].[CH3:1][C:2]1[CH:7]=[CH:6][CH:5]=[CH:4][C:3]=1[CH2:8][CH2:9][CH2:10][N:11]1[CH2:16][C@@H:15]([CH3:17])[N:14]([C:24]([C:20]2[O:19][CH:23]=[CH:22][CH:21]=2)=[O:25])[CH2:13][C@@H:12]1[CH3:18] |f:3.4|. Procedure details: The compound was obtained by following the same process as in Example 2 from a mixture of trans-1-[3-(o-methylphenyl)propyl]-2,5-dimethylpiperazine [b.p. 130° - 140°C (4 mmHg), dipicrate, 250° - 252°C], 2-furoyl chloride and benzene. The reactants are ClCCCOC1=CC=C(C#N)C=C1 (4-(3-chloropropoxy)benzonitrile), CC=1NC=CN1 (2-methylimidazole), 1, CC(C)([O-])C.[K+] (potassium t-butoxide), ice water. Run in CN(C=O)C (N,N-dimethylformamide). Yields the product CC=1N(C=CN1)CCCOC1=CC=C(C#N)C=C1 (4-[3-(2-methylimidazol-1-yl) propoxy]benzonitrile). Yield: 75.9%. As a reaction SMILES: Cl[CH2:2][CH2:3][CH2:4][O:5][C:6]1[CH:13]=[CH:12][C:9]([C:10]#[N:11])=[CH:8][CH:7]=1.[CH3:14][C:15]1[NH:16][CH:17]=[CH:18][N:19]=1.CC(C)([O-])C.[K+]>CN(C)C=O>[CH3:14][C:15]1[N:16]([CH2:2][CH2:3][CH2:4][O:5][C:6]2[CH:13]=[CH:12][C:9]([C:10]#[N:11])=[CH:8][CH:7]=2)[CH:17]=[CH:18][N:19]=1 |f:2.3|. Reported procedure: There were dissolved, in 20 ml of dry N,N-dimethylformamide, 1.797 g of 4-(3-chloropropoxy)benzonitrile, 985 mg of 2-methylimidazole and 1 765 g of a 90% potassium t-butoxide, then the resulting solution was stirred at room temperature for 4.5 hours, poured into ice water, the resulting precipitates were filtered off and washed with water. The precipitates were recrystallized from a mixed solution of ethanol and water to give 1.682 g (yield 69.7%) of 4-[3-(2-methylimidazol-1-yl) propoxy]benzonit...